This data is from the Open Reaction Database (ORD), a public repository of structured organic reaction records. The task is: describe an organic reaction: reactants, conditions, products, and yield Reactants: COC(=O)c1ccc(C(C)(C)C)cc1OCC(C)(C)CNC(=O)OC(C)(C)C, C1CCOC1, CI, C[Si](C)(C)[N-][Si](C)(C)C, ClCCl, [Na+]. Product: COC(=O)c1ccc(C(C)(C)C)cc1OCC(C)(C)CN(C)C(=O)OC(C)(C)C. As a reaction SMILES: [C:1]([CH3:2])([CH3:3])([CH3:4])[O:5][C:6](=[O:7])[NH:8][CH2:9][C:10]([CH2:11][O:12][c:13]1[c:14]([C:15](=[O:16])[O:17][CH3:18])[cH:19][cH:20][c:21]([C:23]([CH3:24])([CH3:25])[CH3:26])[cH:22]1)([CH3:27])[CH3:28].[CH2:41]1[O:42][CH2:43][CH2:44][CH2:45]1.[CH3:29][I:30].[CH3:31][Si:32]([N-:33][Si:34]([CH3:35])([CH3:36])[CH3:37])([CH3:38])[CH3:39].[Cl:46][CH2:47][Cl:48].[Na+:40]>>[C:1]([CH3:2])([CH3:3])([CH3:4])[O:5][C:6](=[O:7])[N:8]([CH2:9][C:10]([CH2:11][O:12][c:13]1[c:14]([C:15](=[O:16])[O:17][CH3:18])[cH:19][cH:20][c:21]([C:23]([CH3:24])([CH3:25])[CH3:26])[cH:22]1)([CH3:27])[CH3:28])[CH3:31].